This data is from the Open Reaction Database (ORD), a public repository of structured organic reaction records. The task is: describe an organic reaction: reactants, conditions, products, and yield Starting materials: C1(CC1)NC([C@@H](C)N1C(C2=CC=CC(=C2C=C1)[N+](=O)[O-])=O)=O ((R)-N-Cyclopropyl-2-(5-nitro-1-oxoisoquinolin-2(1H)-yl)propanamide), CO (methanol). Reagents/catalysts: [Pd] (palladium). Product: NC1=C2C=CN(C(C2=CC=C1)=O)[C@@H](C(=O)NC1CC1)C ((R)-2-(5-Amino-1-oxoisoquinolin-2(1H)-yl)-N-cyclopropylpropanamide). Reaction SMILES: [CH:1]1([NH:4][C:5](=[O:22])[C@H:6]([N:8]2[CH:17]=[CH:16][C:15]3[C:10](=[CH:11][CH:12]=[CH:13][C:14]=3[N+:18]([O-])=O)[C:9]2=[O:21])[CH3:7])[CH2:3][CH2:2]1.CO>[Pd]>[NH2:18][C:14]1[CH:13]=[CH:12][CH:11]=[C:10]2[C:15]=1[CH:16]=[CH:17][N:8]([C@H:6]([CH3:7])[C:5]([NH:4][CH:1]1[CH2:3][CH2:2]1)=[O:22])[C:9]2=[O:21]. Procedure: (R)-N-Cyclopropyl-2-(5-nitro-1-oxoisoquinolin-2(1H)-yl)propanamide (0.6 g, 0.002 mol) was stirred with palladium 10% wt. on calcium carbonate (0.1 g, 0.00005 mol) in methanol (30 mL, 0.7 mol) under hydrogen (balloon) over 1 h at room temperature. The catalyst was filtered, the filtrate was concentrated to dryness gave a brown solid. MS m/z 271.7 (M+H)+. The reactants are N(=[N+]=[N-])C=1C=CC(=C(C1)C(=O)C1=C(C=C(C=C1)NC1=CC=C(C=C1)C(F)(F)F)Cl)C ((5-Azido-2-methyl-phenyl)-[2-chloro-4-(4-trifluoromethyl-phenylamino)-phenyl]-methanone), NC=1C=CC(=C(C1)C(=O)C1=C(C=C(C=C1)NC1=C(C=C(C=C1)Cl)C)Cl)C ((5-Amino-2-methyl-phenyl)-[2-chloro-4-(4-chloro-2-methyl-phenylamino)-phenyl]-methanone). The product is N(=[N+]=[N-])C=1C=CC(=C(C1)C(=O)C1=C(C=C(C=C1)NC1=C(C=C(C=C1)Cl)C)Cl)C ((5-Azido-2-methyl-phenyl)-[2-chloro-4-(4-chloro-2-methyl-phenylamino)-phenyl]-methanone). RXN SMILES: [N:1]([C:4]1[CH:5]=[CH:6][C:7]([CH3:30])=[C:8]([C:10]([C:12]2[CH:17]=[CH:16][C:15]([NH:18][C:19]3[CH:24]=[CH:23][C:22]([C:25](F)(F)F)=[CH:21][CH:20]=3)=[CH:14][C:13]=2[Cl:29])=[O:11])[CH:9]=1)=[N+:2]=[N-:3].NC1C=CC(C)=C(C(C2C=CC(NC3C=CC([Cl:53])=CC=3C)=CC=2Cl)=O)C=1>>[N:1]([C:4]1[CH:5]=[CH:6][C:7]([CH3:30])=[C:8]([C:10]([C:12]2[CH:17]=[CH:16][C:15]([NH:18][C:19]3[CH:20]=[CH:21][C:22]([Cl:53])=[CH:25][C:24]=3[CH3:23])=[CH:14][C:13]=2[Cl:29])=[O:11])[CH:9]=1)=[N+:2]=[N-:3]. Procedure: The reaction was carried out similarly as described in the preparation of compound 416, using compound 444 (0.09 mmol). The crude product was used without any further purification. Starting materials: O=C([O-])[O-], CN(C)C=O, O=C(O)C=Cc1ccc(F)cc1F, CI, [K+], [K+]. Product: COC(=O)C=Cc1ccc(F)cc1F. Reaction SMILES: [C:14](=[O:15])([O-:16])[O-:17].[CH3:22][N:23]([CH3:24])[CH:25]=[O:26].[F:1][c:2]1[c:3]([CH:4]=[CH:5][C:6](=[O:7])[OH:8])[cH:9][cH:10][c:11]([F:13])[cH:12]1.[I:20][CH3:21].[K+:18].[K+:19]>>[F:1][c:2]1[c:3]([CH:4]=[CH:5][C:6](=[O:7])[O:8][CH3:14])[cH:9][cH:10][c:11]([F:13])[cH:12]1. Starting materials: O=C([O-])O, CCN=C=NCCCN(C)C, CC1(c2cccc(NS(C)(=O)=O)c2)C2CNCC21, CN(C)C=O, Cl, Cl, [Na+], O, On1nnc2ccccc21, O=C(O)C=Cc1ccsc1. The product is CC1(c2cccc(NS(C)(=O)=O)c2)C2CN(C(=O)C=Cc3ccsc3)CC21. Reaction SMILES: [C:53](=[O:54])([O-:55])[OH:56].[CH3:23][N:24]([CH3:25])[CH2:26][CH2:27][CH2:28][N:29]=[C:30]=[N:31][CH2:32][CH3:33].[CH3:35][C:36]1([c:42]2[cH:43][c:44]([NH:48][S:49](=[O:50])(=[O:51])[CH3:52])[cH:45][cH:46][cH:47]2)[CH:37]2[CH2:38][NH:39][CH2:40][CH:41]12.[CH3:58][N:59]([CH3:60])[CH:61]=[O:62].[ClH:22].[ClH:34].[Na+:57].[OH2:11].[OH:12][n:13]1[c:14]2[cH:15][cH:16][cH:17][cH:18][c:19]2[n:20][n:21]1.[s:1]1[cH:2][c:3]([CH:6]=[CH:7][C:8](=[O:9])[OH:10])[cH:4][cH:5]1>>[s:1]1[cH:2][c:3]([CH:6]=[CH:7][C:8](=[O:10])[N:39]2[CH2:38][CH:37]3[C:36]([CH3:35])([c:42]4[cH:43][c:44]([NH:48][S:49](=[O:50])(=[O:51])[CH3:52])[cH:45][cH:46][cH:47]4)[CH:41]3[CH2:40]2)[cH:4][cH:5]1.